From a dataset of the Open Reaction Database (ORD), a public repository of structured organic reaction records. describe an organic reaction: reactants, conditions, products, and yield The reactants are CCO, O=C(c1ccc([N+](=O)[O-])cc1)N1Cc2cccn2Cc2ccsc21, NN. Yields the product Nc1ccc(C(=O)N2Cc3cccn3Cc3ccsc32)cc1. Reaction SMILES: [CH2:27]([OH:28])[CH3:29].[N+:1]([O-:2])(=[O:3])[c:4]1[cH:5][cH:6][c:7]([C:8](=[O:9])[N:10]2[CH2:11][c:12]3[n:13]([cH:20][cH:21][cH:22]3)[CH2:14][c:15]3[c:16]2[s:17][cH:18][cH:19]3)[cH:23][cH:24]1.[NH2:25][NH2:26]>>[NH2:1][c:4]1[cH:5][cH:6][c:7]([C:8](=[O:9])[N:10]2[CH2:11][c:12]3[n:13]([cH:20][cH:21][cH:22]3)[CH2:14][c:15]3[c:16]2[s:17][cH:18][cH:19]3)[cH:23][cH:24]1. The reactants are COC1=NC2=C(C=C(C=C2C=C1)NC1=C(C=CC=C1)[N+](=O)[O-])C (2-methoxy-6[(N-2-nitrophenyl)-amino]-8-methylquinoline), C (charcoal). Solvent: C(C)O (ethanol). Product: COC1=NC2=C(C=C(C=C2C=C1)NC1=C(C=CC=C1)N)C (2-Methoxy-6-[(N-2-aminophenyl)-amino]-8-methylquinoline). As a reaction SMILES: [CH3:1][O:2][C:3]1[CH:12]=[CH:11][C:10]2[C:5](=[C:6]([CH3:23])[CH:7]=[C:8]([NH:13][C:14]3[CH:19]=[CH:18][CH:17]=[CH:16][C:15]=3[N+:20]([O-])=O)[CH:9]=2)[N:4]=1.C>C(O)C>[CH3:1][O:2][C:3]1[CH:12]=[CH:11][C:10]2[C:5](=[C:6]([CH3:23])[CH:7]=[C:8]([NH:13][C:14]3[CH:19]=[CH:18][CH:17]=[CH:16][C:15]=3[NH2:20])[CH:9]=2)[N:4]=1. Reported procedure: A solution of 2-methoxy-6[(N-2-nitrophenyl)-amino]-8-methylquinoline (0.2 g) in absolute ethanol (20 cm3) was hydrogenated at 60° and 60 p.s.i. (4.13×105Pa) pressure over 10% palladised charcoal (0.03 g) for 4 hours. The cooled solution was then filtered through "Solkafloc" (Trade Mark for a cellulose-based filtering aid), evaporated to dryness in vacuo, characterised spectroscopically and used directly in Preparation 16 without further purification. Starting materials: N1C(CC2=CC=CC=C12)=O (oxindole), N1CCCCC1 (piperidine), C(=O)([O-])[O-].[Na+].[Na+] (Na2CO3), O=P(Cl)(Cl)Cl (POCl3), CN(C)C=O (DMF), CC1=COC=C1 (3-methylfuran). The solvent is O (H2O), CCO (EtOH). Reaction conditions: temperature 0 celsius, time 40 minute. Product: CC1=C(OC=C1)C=C1C(NC2=CC=CC=C12)=O (3-((3-methylfuran-2-yl)methylene)indolin-2-one). The yield is 25.3%. RXN SMILES: O=P(Cl)(Cl)Cl.[CH3:6][N:7]([CH:9]=[O:10])C.[CH3:11][C:12]1[CH:16]=[CH:15][O:14][CH:13]=1.C([O-])([O-])=O.[Na+].[Na+].N1C2[C:26](=[CH:27][CH:28]=[CH:29][CH:30]=2)[CH2:25][C:24]1=O.N1CCCCC1>CCO.O>[CH3:11][C:12]1[CH:16]=[CH:15][O:14][C:13]=1[CH:30]=[C:29]1[C:28]2[C:6](=[CH:24][CH:25]=[CH:26][CH:27]=2)[NH:7][C:9]1=[O:10] |f:3.4.5|. Reported procedure: A solution of POCl3 (0.60 mL, 7.08 mmol) in DMF (0.65 mL, 8.431 mmol) was stirred at rt for 1 h. The reaction was cooled to 0° C. and added 3-methylfuran (490 mg, 5.97 mmol) dropwise. The mixture was stirred at 0 C for 1 h and at 40 C for additional 40 min. The reaction mixture was poured into H2O (25 mL), neutralized (Na2CO3), and extracted with EtOAc (25 mL×5). The organic layer was washed with brine, dried over Na2SO4 and concentrated. The crude material was heated at reflux with oxindole (80... The reactants are NC1=CC(NC(N1)=O)=O (6-aminouracil), C(C)(=O)[O-].[Na+] (sodium acetate), ClCC(C)=O (chloroacetone). The solvent is O (H2O). Yields the product CC1=CC2=C(N=C(N=C2O)O)N1 (6-methyl-7H-pyrrolo[2,3-d]pyrimidine-2,4-diol). RXN SMILES: [NH2:1][C:2]1[NH:7][C:6](=[O:8])[NH:5][C:4](=[O:9])[CH:3]=1.C([O-])(=O)C.[Na+].Cl[CH2:16][C:17](=O)[CH3:18]>O>[CH3:18][C:17]1[NH:1][C:2]2[N:7]=[C:6]([OH:8])[N:5]=[C:4]([OH:9])[C:3]=2[CH:16]=1 |f:1.2|. Procedure: A mixture of 6-aminouracil) 1.00 g, 7.87 mmol), sodium acetate (1.00 g, 12.2 mmol) and chloroacetone (95%, 1.00 mL, 11.9 mmol) in H2O (40 mL) was heated at reflux for 72 h. The solids were collected, and dried on vacuum to give 6-methyl-7H-pyrrolo[2,3-d]pyrimidine-2,4-diol (495 mg). The reactants are Cl (hydrochloric acid), C1(=CC=CC=C1)CCC(C)O (4-phenyl-2-butanol), C1(=CC=CC=C1)C (toluene), C(C)(=O)O (acetic acid). Reagents/catalysts: CN(C1=CC=NC=C1)C (4-dimethylaminopyridine). Solvent: N1=CC=CC=C1 (pyridine). The product is C(C)(=O)OC(C)CCC1=CC=CC=C1 (2-acetoxy-4-phenylbutane). The yield is 98.3%. RXN SMILES: [C:1]1([CH2:7][CH2:8][CH:9]([OH:11])[CH3:10])[CH:6]=[CH:5][CH:4]=[CH:3][CH:2]=1.C1(C)C=CC=CC=1.[C:19](O)(=[O:21])[CH3:20].Cl>CN(C)C1C=CN=CC=1.N1C=CC=CC=1>[C:19]([O:11][CH:9]([CH2:8][CH2:7][C:1]1[CH:6]=[CH:5][CH:4]=[CH:3][CH:2]=1)[CH3:10])(=[O:21])[CH3:20]. Procedure details: Into a four-necked flask provided with a thermometer and a stirrer, 150 g (1 mol) of 4-phenyl-2-butanol (XXX-35), 500 ml of toluene and 200 ml of pyridine were charged. 122.4 g (1.2 mol) of anhydrous acetic acid and 1 g of 4-dimethylaminopyridine were further added thereto to react them for 4 hours, while temperature being maintained at 40°-50° C. After completion of the reaction, the reaction mixture was poured into 500 ml of 4N hydrochloric acid solution, extracted and fractionated, and then a... Starting materials: ClC1=NC(=NC(=C1[N+](=O)[O-])Cl)SC (4,6-dichloro-5-nitro-2-(methylthio)pyrimidine), CNC (dimethylamine), C(C)C=1NC=C(N1)C (2-ethyl-4-methylimidazole), [Sn](Cl)Cl (tin (II) chloride), C(=O)(N1C=NC=C1)N1C=NC=C1 (carbonyidiimidazole). Yields the product C(C)C1=NC(=C2C(NC=3C(=NC(=NC3N21)SC)N(C)C)=O)C (9-Ethyl-7-methyl-4-(dimethylamino)-2-(methylthio)imidazo[5,1-h]pteridin-6(5H)-one). Reaction SMILES: Cl[C:2]1[C:7]([N+:8]([O-])=O)=[C:6](Cl)[N:5]=[C:4]([S:12][CH3:13])[N:3]=1.[CH3:14][NH:15][CH3:16].[CH2:17]([C:19]1[NH:20][CH:21]=[C:22]([CH3:24])[N:23]=1)[CH3:18].[Sn](Cl)Cl.[C:28](N1C=CN=C1)(N1C=CN=C1)=[O:29]>>[CH2:17]([C:19]1[N:20]2[C:21]([C:28](=[O:29])[NH:8][C:7]3[C:2]([N:15]([CH3:16])[CH3:14])=[N:3][C:4]([S:12][CH3:13])=[N:5][C:6]=32)=[C:22]([CH3:24])[N:23]=1)[CH3:18]. Procedure: Prepared by treatment of 4,6-dichloro-5-nitro-2-(methylthio)pyrimidine with dimethylamine, followed by reaction with 2-ethyl-4-methylimidazole, reduction with tin (II) chloride, and cyclization with carbonyidiimidazole.